Dataset: the Open Reaction Database (ORD), a public repository of structured organic reaction records. Task: describe an organic reaction: reactants, conditions, products, and yield Reactants: [OH-].[Na+] (sodium hydroxide), C=O (formalin), Zn[B(CN)H3]2 methanol, C(C1=CC=CC=C1)OC1=CC(N(C=C1)C1=CC=C(C=C1)NCCN(CC)CC)=O (4-(Benzyloxy)-1-(4-{[2-(diethylamino)ethyl]amino}phenyl)pyridin-2(1H)-one). The solvent is CO (methanol). Run at time 45 minute. Yields the product C(C)N(CCN(C1=CC=C(C=C1)N1C(C=C(C=C1)OCC1=CC=CC=C1)=O)C)CC (1-{4-[[2-(Diethylamino)ethyl](methyl)amino]phenyl}-4-(benzyloxy)-pyridin-2(1H)-one). The yield is 39.0%. RXN SMILES: [CH2:1]=O.[CH2:3]([O:10][C:11]1[CH:16]=[CH:15][N:14]([C:17]2[CH:22]=[CH:21][C:20]([NH:23][CH2:24][CH2:25][N:26]([CH2:29][CH3:30])[CH2:27][CH3:28])=[CH:19][CH:18]=2)[C:13](=[O:31])[CH:12]=1)[C:4]1[CH:9]=[CH:8][CH:7]=[CH:6][CH:5]=1.[OH-].[Na+]>CO>[CH2:27]([N:26]([CH2:29][CH3:30])[CH2:25][CH2:24][N:23]([CH3:1])[C:20]1[CH:19]=[CH:18][C:17]([N:14]2[CH:15]=[CH:16][C:11]([O:10][CH2:3][C:4]3[CH:9]=[CH:8][CH:7]=[CH:6][CH:5]=3)=[CH:12][C:13]2=[O:31])=[CH:22][CH:21]=1)[CH3:28] |f:2.3|. Procedure: Aqueous 37% formalin solution (100 μL) and 0.3 mol Zn[B(CN)H3]2/methanol solution (1.0 mL, 0.3 mmol, prepared from ZnCl2 and NaB(CN)H3) were added to a methanol solution (1 mL) of the compound obtained in Example 15 (7 mg, 0.018 mmol), and stirred at room temperature for 45 minutes. Aqueous 1 N sodium hydroxide solution was added to the reaction liquid, extracted with chloroform, dried with anhydrous magnesium sulfate. The solvent was concentrated under reduced pressure to obtain the entitled co...